From a dataset of the Open Reaction Database (ORD), a public repository of structured organic reaction records. describe an organic reaction: reactants, conditions, products, and yield Starting materials: C(C)(C)(C)OC(=O)N1CCC(CC1)NC1=C(C=CC=C1)Br (4-(2-bromo-phenylamino)-piperidine-1-carboxylic acid tert-butyl ester), Cl (HCl). Run in O1CCOCC1 (dioxane), O1CCOCC1 (dioxane). Reaction conditions: time 10 minute. Product: Cl.Cl.N1CCC(CC1)N (piperidin-4-yl-amine dihydrochloride). RXN SMILES: C(OC([N:8]1[CH2:13][CH2:12][CH:11]([NH:14]C2C=CC=CC=2Br)[CH2:10][CH2:9]1)=O)(C)(C)C.[ClH:22]>O1CCOCC1>[ClH:22].[ClH:22].[NH:8]1[CH2:13][CH2:12][CH:11]([NH2:14])[CH2:10][CH2:9]1 |f:3.4.5|. Procedure: To a stirred solution of 4-oxo-piperidine-1-carboxylic acid tert-butyl ester (0.5 g, 0.0025 mole) in dry 1,2-dichloroethane (5 mL) under an atmosphere of nitrogen was added 2-bromoaniline (0.474 g, 0.00276 mole), acetic acid (0.18 g, 0.00301 mole) and sodium triacetoxyborohydride (0.638 g, 0.00301 mole). Stirring was continued at ambient temperature for 14 hours. The reaction mixture was quenched in cold aqueous 1N NaOH solution and the product extracted with ether. The organic layer was washed ... Reactants: C(C)(C)(C)OC(=O)NCC1=C2OC=3C(=C(C=CC3C(C2=CC=C1OC)(C)C)OC)CC(=O)OCC1=CC=CC=C1 (benzyl 5-[(1-tert-butoxyformamido)methyl]-3,6-dimethoxy-9,9-dimethylxanthene-4-acetate), FC(C(=O)O)(F)F (trifluoroacetic acid). Solvent: O (water). Yields the product FC(C(=O)O)(F)F.NCC1=C2OC=3C(=C(C=CC3C(C2=CC=C1OC)(C)C)OC)CC(=O)OCC1=CC=CC=C1 (benzyl 5-aminomethyl-3,6-dimethoxy-9,9-dimethylxanthene-4-acetate trifluoroacetate). As a reaction SMILES: C(OC([NH:8][CH2:9][C:10]1[C:23]([O:24][CH3:25])=[CH:22][CH:21]=[C:20]2[C:11]=1[O:12][C:13]1[C:14]([CH2:30][C:31]([O:33][CH2:34][C:35]3[CH:40]=[CH:39][CH:38]=[CH:37][CH:36]=3)=[O:32])=[C:15]([O:28][CH3:29])[CH:16]=[CH:17][C:18]=1[C:19]2([CH3:27])[CH3:26])=O)(C)(C)C.[F:41][C:42]([F:47])([F:46])[C:43]([OH:45])=[O:44]>O>[F:41][C:42]([F:47])([F:46])[C:43]([OH:45])=[O:44].[NH2:8][CH2:9][C:10]1[C:23]([O:24][CH3:25])=[CH:22][CH:21]=[C:20]2[C:11]=1[O:12][C:13]1[C:14]([CH2:30][C:31]([O:33][CH2:34][C:35]3[CH:36]=[CH:37][CH:38]=[CH:39][CH:40]=3)=[O:32])=[C:15]([O:28][CH3:29])[CH:16]=[CH:17][C:18]=1[C:19]2([CH3:27])[CH3:26] |f:3.4|. Procedure details: 2.9 g (5.29 mmol) of benzyl 5-[(1-tert-butoxyformamido)methyl]-3,6-dimethoxy-9,9-dimethylxanthene-4-acetate were taken up in a mixture of 10 ml of trifluoroacetic acid and 5 ml of water at 0°. After half an hour the solvents were removed, whereupon the residue was treated with 20 ml of ether. The resulting solid was filtered off, washed with ether and dried over magnesium sulphate, whereby 2.25 g of benzyl 5-aminomethyl-3,6-dimethoxy-9,9-dimethylxanthene-4-acetate trifluoroacetate were obtained ... Reactants: CCOC(=O)CN, CS(C)=O, N#Cc1cccnc1Cl, Cl, [F-], [K+], [Na+], [Na+], O=C([O-])[O-], O. As a reaction SMILES: [CH2:11]([CH3:12])[O:13][C:14]([CH2:15][NH2:16])=[O:17].[CH3:27][S:28]([CH3:29])=[O:30].[Cl:1][c:2]1[n:3][cH:4][cH:5][cH:6][c:7]1[C:8]#[N:9].[ClH:10].[F-:24].[K+:25].[Na+:18].[Na+:19].[O-:20][C:21](=[O:22])[O-:23].[OH2:26]>>[c:2]1([NH:16][CH2:15][C:14]([O:13][CH2:11][CH3:12])=[O:17])[n:3][cH:4][cH:5][cH:6][c:7]1[C:8]#[N:9]. The product is CCOC(=O)CNc1ncccc1C#N. The reactants are NC1=C(C(=CC(=C1O)Cl)F)N1N=NN(C1=O)CCCF (1-(2-amino-4-chloro-6-fluoro-3-hydroxyphenyl)-4-(3-fluoropropyl)-1,4-dihydro-5-oxo-5H-tetrazole), C(C)(C)I (isopropyl iodide), C([O-])([O-])=O.[K+].[K+] (potassium carbonate). Solvent: C(C)#N (acetonitrile). Yields the product NC1=C(C(=CC(=C1OC(C)C)Cl)F)N1N=NN(C1=O)CCCF (1-(2-amino-4-chloro-6-fluoro-3-isopropyloxyphenyl)-4-(3fluoropropyl)-1,4-dihydro-5-oxo-5H-tetrazole). RXN SMILES: [NH2:1][C:2]1[C:7]([OH:8])=[C:6]([Cl:9])[CH:5]=[C:4]([F:10])[C:3]=1[N:11]1[C:15](=[O:16])[N:14]([CH2:17][CH2:18][CH2:19][F:20])[N:13]=[N:12]1.[CH:21](I)([CH3:23])[CH3:22].C(=O)([O-])[O-].[K+].[K+]>C(#N)C>[NH2:1][C:2]1[C:7]([O:8][CH:21]([CH3:23])[CH3:22])=[C:6]([Cl:9])[CH:5]=[C:4]([F:10])[C:3]=1[N:11]1[C:15](=[O:16])[N:14]([CH2:17][CH2:18][CH2:19][F:20])[N:13]=[N:12]1 |f:2.3.4|. Procedure: The mixture of 1-(2-amino-4-chloro-6-fluoro-3-hydroxyphenyl)-4-(3-fluoropropyl)-1,4-dihydro-5-oxo-5H-tetrazole (0.30 g), isopropyl iodide (1.2 ml), and potassium carbonate (0.14 g) in acetonitrile (5 ml) was heated under reflux for 2 hours. The reaction mixture was evaporated and purified by a silica gel column, eluted with hexane-ethyl acetate (2:1) to give the desired product (0.29 g). The reactants are O=C([O-])[O-], CN1CCNCC1, CCO, [K+], [K+], O=[N+]([O-])c1ccccc1CCl. The product is CN1CCN(Cc2ccccc2[N+](=O)[O-])CC1. Reaction SMILES: [C:8](=[O:9])([O-:10])[O-:11].[CH3:1][N:2]1[CH2:3][CH2:4][NH:5][CH2:6][CH2:7]1.[CH3:25][CH2:26][OH:27].[K+:12].[K+:13].[N+:14](=[O:15])([O-:16])[c:17]1[c:18]([CH2:19][Cl:20])[cH:21][cH:22][cH:23][cH:24]1>>[CH3:1][N:2]1[CH2:3][CH2:4][N:5]([CH2:19][c:18]2[c:17]([N+:14](=[O:15])[O-:16])[cH:24][cH:23][cH:22][cH:21]2)[CH2:6][CH2:7]1. Reactants: ClC1=CC=C(C(=O)Cl)C=C1 (4-chlorobenzoyl chloride), COC1=CC(=CC=C1)OC (1,3-dimethoxybenzene), [Al+3].[Cl-].[Cl-].[Cl-] (AlCl3), 12h, C(=O)(O)[O-].[Na+] (NaHCO3). Run in C(Cl)Cl (CH2Cl2). Yields the product of(4-chlorophenyl)(2-hydroxy-4-methoxyphenyl)methanone, ClC1=CC=C(C=C1)C(=O)C1=C(C=C(C=C1)OC)OC ((4-chlorophenyl)(2,4-dimethoxyphenyl)methanone). Reaction SMILES: [Cl:1][C:2]1[CH:10]=[CH:9][C:5]([C:6](Cl)=[O:7])=[CH:4][CH:3]=1.[CH3:11][O:12][C:13]1[CH:18]=[CH:17][CH:16]=[C:15]([O:19][CH3:20])[CH:14]=1.[Al+3].[Cl-].[Cl-].[Cl-].C([O-])(O)=O.[Na+]>C(Cl)Cl>[Cl:1][C:2]1[CH:10]=[CH:9][C:5]([C:6]([C:16]2[CH:17]=[CH:18][C:13]([O:12][CH3:11])=[CH:14][C:15]=2[O:19][CH3:20])=[O:7])=[CH:4][CH:3]=1 |f:2.3.4.5,6.7|. Procedure: To a stirred solution of 4-chlorobenzoyl chloride (1.0 g, 5.8 mmol) and 1,3-dimethoxybenzene (788.5 mg, 5.8 mmol) in CH2Cl2 (150 mL) at 0° C. was added AlCl3 (841.5 mg, 6.4 mmol). The reaction mixture was warmed to room temperature. After 12h the reaction mixture was poured into aq. NaHCO3 and extracted with CH2Cl2 (twice). The combined extracts were washed with brine, dried over Na2SO4, and concentrated in vaccuo to provide a 1:1 mixture of(4-chlorophenyl)(2-hydroxy-4-methoxyphenyl)methanone an... The reactants are C1=C(C=CC2=CC=C(C=C12)O)O (naphthalene-2,7-diol), ClC1=CC=NC2=CC(=C(C=C12)OC)OC (4-chloro-6,7-dimethoxyquinoline), [OH-].[K+] (KOH). Reagents/catalysts: [Cu] (copper). Run in O (water), CN1CCCC1=O (NMP). Reaction conditions: temperature 150 celsius. Product: COC=1C=C2C(=CC=NC2=CC1OC)OC1=CC=C2C=CC(=CC2=C1)O (7-(6,7-dimethoxyquinolin-4-yloxy)naphthalen-2-ol). As a reaction SMILES: [CH:1]1[C:10]2[C:5](=[CH:6][CH:7]=[C:8]([OH:11])[CH:9]=2)[CH:4]=[CH:3][C:2]=1[OH:12].Cl[C:14]1[C:23]2[C:18](=[CH:19][C:20]([O:26][CH3:27])=[C:21]([O:24][CH3:25])[CH:22]=2)[N:17]=[CH:16][CH:15]=1.[OH-].[K+]>CN1C(=O)CCC1.O.[Cu]>[CH3:25][O:24][C:21]1[CH:22]=[C:23]2[C:18](=[CH:19][C:20]=1[O:26][CH3:27])[N:17]=[CH:16][CH:15]=[C:14]2[O:12][C:2]1[CH:1]=[C:10]2[C:5]([CH:6]=[CH:7][C:8]([OH:11])=[CH:9]2)=[CH:4][CH:3]=1 |f:2.3|. Reported procedure: To a solution of naphthalene-2,7-diol (8.95 g, 55.88 mmol) in NMP (50 mL) in a sealed tube, was added 4-chloro-6,7-dimethoxyquinoline (5.0 g, 22.35 mmol). KOH (1.40 g, 24.58 mmol) was added, followed by copper powder (0.71 g, 11.18 mmol). The tube was sealed and the solution was stirred and heated to 150° C. for 24 h. The reaction was cooled to RT, diluted with water and extracted with EtOAc 3×. The combined organic layer was washed with brine, dried over MgSO4, filtered, and concentrated in vac... As a reaction SMILES: [CH2:58]([Al+:59][CH2:60][CH:61]([CH3:62])[CH3:63])[CH:64]([CH3:65])[CH3:66].[Cl:1][c:2]1[c:3]([O:26][CH2:27][CH3:28])[c:4]([C:17](=[C:18]([C:19](=[O:20])[O:21][CH2:22][CH3:23])[F:24])[CH3:25])[cH:5][c:6]2[c:11]1[O:10][C:9]([CH3:12])([CH3:13])[CH:8]=[C:7]2[CH:14]([CH3:15])[CH3:16].[Cl:29][c:30]1[c:31]([O:32][CH2:33][CH3:34])[c:35]([C:36]([CH3:37])=[C:38]([F:39])[C:40]([O:41][CH2:42][CH3:43])=[O:44])[cH:45][c:46]2[c:47]1[O:48][C:49]([CH3:50])([CH3:51])[CH:52]=[C:53]2[CH:54]([CH3:55])[CH3:56].[H-:57]>>[Cl:1][c:2]1[c:3]([O:26][CH2:27][CH3:28])[c:4]([C:17](=[C:18]([CH2:19][OH:20])[F:24])[CH3:25])[cH:5][c:6]2[c:11]1[O:10][C:9]([CH3:12])([CH3:13])[CH:8]=[C:7]2[CH:14]([CH3:15])[CH3:16]. Yields the product CCOc1c(C(C)=C(F)CO)cc2c(c1Cl)OC(C)(C)C=C2C(C)C. The reactants are CC(C)C[Al+]CC(C)C, CCOC(=O)C(F)=C(C)c1cc2c(c(Cl)c1OCC)OC(C)(C)C=C2C(C)C, CCOC(=O)C(F)=C(C)c1cc2c(c(Cl)c1OCC)OC(C)(C)C=C2C(C)C, [H-]. The reactants are N1=CNC2=C1C=CC(=C2)C=O (benzimidazol-5-carbaldehyde), CC(=O)O (AcOH), C1(=CC=CC=C1)CCN (phenylethylamine), [BH-](OC(=O)C)(OC(=O)C)OC(=O)C.[Na+] (NaBH(AcO)3). Product: N1C=NC2=C1C=CC(=C2)CNCCC2=CC=CC=C2 (N-((1H-Benzo[d]imidazol-5-yl)methyl)-2-phenylethanamine). As a reaction SMILES: [N:1]1[C:5]2[CH:6]=[CH:7][C:8]([CH:10]=O)=[CH:9][C:4]=2[NH:3][CH:2]=1.[C:12]1([CH2:18][CH2:19][NH2:20])[CH:17]=[CH:16][CH:15]=[CH:14][CH:13]=1.[BH-](OC(C)=O)(OC(C)=O)OC(C)=O.[Na+].CC(O)=O>>[NH:1]1[C:5]2[CH:6]=[CH:7][C:8]([CH2:10][NH:20][CH2:19][CH2:18][C:12]3[CH:17]=[CH:16][CH:15]=[CH:14][CH:13]=3)=[CH:9][C:4]=2[N:3]=[CH:2]1 |f:2.3|. Procedure: The compound was synthesized starting from benzimidazol-5-carbaldehyde (146 mg; 1 mmol; 1 eq.), phenylethylamine (0.126 ml; 1 mmol; 1 eq.); NaBH(AcO)3 (318 mg; 1.5 mmol; 1.5 eq.) and AcOH (0.095 ml; 1.5 mmol; 1.5 eq.) as described above. Yield: 0.040 g (16%); MS m/z: 252.2 [M+H]+; 1H-NMR (400 MHz, DMSO d6): δ 3.30 (br s, 4H); 3.81 (s, 2H); 7.12-7.27 (m, 9H); 8.13-8.14 (m, 1H); 12.30 (br s, 1H); HPLC (METHOD [A]): rt doublepeak 6.77/6.60 min (93.7%) Reactants: resultant solution, C[Si](C)(C)C(C(=O)N)[Si](C)(C)C (bis(trimethylsilyl)acetamide), NC1[C@@H]2N(C(=C(CS2)O)C(=O)OCC2=CC=C(C=C2)[N+](=O)[O-])C1=O (4-nitrobenzyl 7-amino-3-hydroxy-3-cephem-4-carboxylate), C(=O)NC=1SC=C(N1)C(C(=O)O)=NOCCC (2-(2-Formamidothiazol-4-yl)-2-propoxyiminoacetic acid), P(=O)(Cl)(Cl)Cl (phosphoryl chloride). Solvent: C(C)(=O)OCC (ethyl acetate), O (water), C(C)(=O)OCC (ethyl acetate), C(C)(=O)OCC (ethyl acetate), CN(C=O)C (N,N-dimethylformamide). The product is C(=O)NC=1SC=C(N1)C(C(=O)NC1[C@@H]2N(C(=C(CS2)O)C(=O)OCC2=CC=C(C=C2)[N+](=O)[O-])C1=O)=NOCCC (4-nitrobenzyl 7-[(2-formamidothiazol-4-yl)-2-propoxyiminoacetamido]-3-hydroxy-3-cephem-4-carboxylate). Yield: 63.5%. As a reaction SMILES: [CH:1]([NH:3][C:4]1[S:5][CH:6]=[C:7]([C:9](=[N:13][O:14][CH2:15][CH2:16][CH3:17])[C:10]([OH:12])=O)[N:8]=1)=[O:2].P(Cl)(Cl)(Cl)=O.C[Si](C([Si](C)(C)C)C(N)=O)(C)C.[NH2:35][CH:36]1[C:57](=[O:58])[N:38]2[C:39]([C:44]([O:46][CH2:47][C:48]3[CH:53]=[CH:52][C:51]([N+:54]([O-:56])=[O:55])=[CH:50][CH:49]=3)=[O:45])=[C:40]([OH:43])[CH2:41][S:42][C@H:37]12>C(OCC)(=O)C.O.CN(C)C=O>[CH:1]([NH:3][C:4]1[S:5][CH:6]=[C:7]([C:9](=[N:13][O:14][CH2:15][CH2:16][CH3:17])[C:10]([NH:35][CH:36]2[C:57](=[O:58])[N:38]3[C:39]([C:44]([O:46][CH2:47][C:48]4[CH:49]=[CH:50][C:51]([N+:54]([O-:56])=[O:55])=[CH:52][CH:53]=4)=[O:45])=[C:40]([OH:43])[CH2:41][S:42][C@H:37]23)=[O:12])[N:8]=1)=[O:2]. Procedure details: 2-(2-Formamidothiazol-4-yl)-2-propoxyiminoacetic acid (syn isomer, 0.515 g.), N,N-dimethylformamide (0.161 g.), phosphoryl chloride (0.0337 g.) and ethyl acetate (7.9 ml.) were treated in a similar manner to that of Example 15-(1) to give the activated acid solution. On the other hand, trimethylsilyacetamide (1.85 g.) and bis(trimethylsilyl)acetamide (1.60 g.) were added to a suspension of 4-nitrobenzyl 7-amino-3-hydroxy-3-cephem-4-carboxylate (0.703 g.) in ethyl acetate (10 ml.), and stirred at...